From a dataset of the Open Reaction Database (ORD), a public repository of structured organic reaction records. describe an organic reaction: reactants, conditions, products, and yield The reactants are BrC1=C(SC=C1)C(=O)O (3-bromothiophene-2-carboxylic acid), CC1=C(N)C=CC(=C1)OC (2-methyl-4-methoxyaniline). The product is BrC1=C(SC=C1)C(=O)NC1=C(C=C(C=C1)OC)C (3-bromo-N-(4-methoxy-2-methylphenyl)thiophene-2-carboxamide). The yield is 75.2%. RXN SMILES: [Br:1][C:2]1[CH:6]=[CH:5][S:4][C:3]=1[C:7]([OH:9])=O.[CH3:10][C:11]1[CH:17]=[C:16]([O:18][CH3:19])[CH:15]=[CH:14][C:12]=1[NH2:13]>>[Br:1][C:2]1[CH:6]=[CH:5][S:4][C:3]=1[C:7]([NH:13][C:12]1[CH:14]=[CH:15][C:16]([O:18][CH3:19])=[CH:17][C:11]=1[CH3:10])=[O:9]. Procedure details: Following Step 1 from General Procedure A, 3-bromothiophene-2-carboxylic acid (6.7 g, 49 mol) was reacted with 2-methyl-4-methoxyaniline (12 g, 53 mmol) to afford the desired product (13 g, 80%) as an orange solid: ESI MS m/z 331 [C12H10FNO2S+H]+.